This data is from the Open Reaction Database (ORD), a public repository of structured organic reaction records. The task is: describe an organic reaction: reactants, conditions, products, and yield The reactants are CC(=O)C.OS(=O)(=O)O.O=[Cr](=O)=O (Jones Reagent), C[C@H]1CCC=C2CC[C@H]3[C@@H]4CC[C@@H]([C@@]4(C)CC[C@@H]3[C@@]12CO)O (1α-Methyl-4-androstene-17β,19-diol), S(=O)([O-])[O-].[Na+].[Na+] (sodium sulfite). Run in CN(C=O)C (dimethylformamide). Run at temperature 40 celsius, time 5 hour. Product: C[C@H]1CCC=C2CC[C@H]3[C@@H]4CCC([C@@]4(C)CC[C@@H]3[C@@]12C=O)=O (1α-methyl-4-androstene-17,19-dione). RXN SMILES: [CH3:1][C@@H:2]1[C@@:19]2([CH2:20][OH:21])[C:6]([CH2:7][CH2:8][C@@H:9]3[C@@H:18]2[CH2:17][CH2:16][C@@:14]2([CH3:15])[C@H:10]3[CH2:11][CH2:12][C@@H:13]2[OH:22])=[CH:5][CH2:4][CH2:3]1.CC(C)=O.OS(O)(=O)=O.O=[Cr](=O)=O.S([O-])([O-])=O.[Na+].[Na+]>CN(C)C=O>[CH3:1][C@@H:2]1[C@@:19]2([CH:20]=[O:21])[C:6]([CH2:7][CH2:8][C@@H:9]3[C@@H:18]2[CH2:17][CH2:16][C@@:14]2([CH3:15])[C@H:10]3[CH2:11][CH2:12][C:13]2=[O:22])=[CH:5][CH2:4][CH2:3]1 |f:1.2.3,4.5.6|. Procedure: 1α-Methyl-4-androstene-17β,19-diol is dissolved in dimethylformamide at 40° C. and two equivalents of Jones Reagent are added all at once. The mixture is stirred for about 5 hours at 40° C., cooled and a 1% aqueous sodium sulfite solution is added. After several hours the crystals which form are collected by filtration, thoroughly washed with water and air dried. Crystallization from hexane yields the desired 1α-methyl-4-androstene-17,19-dione.